Dataset: the Open Reaction Database (ORD), a public repository of structured organic reaction records. Task: describe an organic reaction: reactants, conditions, products, and yield Reactants: CCO, NCCO, CCCCOC(=O)CCCCCCCCCCCOCC1CO1, O. Product: CCCCOC(=O)CCCCCCCCCCCOCC(O)CNCCO. Reaction SMILES: [CH3:5][CH2:6][OH:7].[NH2:1][CH2:2][CH2:3][OH:4].[O:8]1[CH:9]([CH2:10][O:11][CH2:12][CH2:13][CH2:14][CH2:15][CH2:16][CH2:17][CH2:18][CH2:19][CH2:20][CH2:21][CH2:22][C:23](=[O:24])[O:25][CH2:26][CH2:27][CH2:28][CH3:29])[CH2:30]1.[OH2:31]>>[NH:1]([CH2:2][CH2:3][OH:4])[CH2:30][CH:9]([OH:8])[CH2:10][O:11][CH2:12][CH2:13][CH2:14][CH2:15][CH2:16][CH2:17][CH2:18][CH2:19][CH2:20][CH2:21][CH2:22][C:23](=[O:24])[O:25][CH2:26][CH2:27][CH2:28][CH3:29]. Starting materials: C1CCOC1, CO, CCOC(C)=O, [Li+], COC(=O)C1=C(c2cc(OC)c(OC)c(OC)c2)c2ccccc2S(=O)(=O)N1Cc1ccc2c(c1)OCO2, [OH-], O. Yields the product COc1cc(C2=C(C(=O)O)N(Cc3ccc4c(c3)OCO4)S(=O)(=O)c3ccccc32)cc(OC)c1OC. As a reaction SMILES: [CH2:41]1[O:42][CH2:43][CH2:44][CH2:45]1.[CH3:46][OH:47].[CH3:49][CH2:50][O:51][C:52](=[O:53])[CH3:54].[Li+:39].[O:1]1[CH2:2][O:3][c:4]2[c:5]1[cH:6][cH:7][c:8]([CH2:10][N:11]1[S:12](=[O:37])(=[O:38])[c:13]3[c:14]([cH:33][cH:34][cH:35][cH:36]3)[C:15]([c:21]3[cH:22][c:23]([O:31][CH3:32])[c:24]([O:29][CH3:30])[c:25]([O:27][CH3:28])[cH:26]3)=[C:16]1[C:17](=[O:18])[O:19][CH3:20])[cH:9]2.[OH-:40].[OH2:48]>>[O:1]1[CH2:2][O:3][c:4]2[c:5]1[cH:6][cH:7][c:8]([CH2:10][N:11]1[S:12](=[O:37])(=[O:38])[c:13]3[c:14]([cH:33][cH:34][cH:35][cH:36]3)[C:15]([c:21]3[cH:22][c:23]([O:31][CH3:32])[c:24]([O:29][CH3:30])[c:25]([O:27][CH3:28])[cH:26]3)=[C:16]1[C:17](=[O:18])[OH:19])[cH:9]2. The reactants are [BH4-].[Na+] (sodium borohydride), ClC=1N=C(N(C1C=O)CC1=C(C=C(C=C1)OCCCCC)Cl)C (4-Chloro-1-(2-chloro-4-(1-pentyloxy)benzyl)-2-methyl-1H-imidazole-5-carbaldehyde), O (Water). The solvent is C(C)O (ethanol). Run at time 3 hour. Product: ClC=1N=C(N(C1CO)CC1=C(C=C(C=C1)OCCCCC)Cl)C (4-chloro-1-(2-chloro-4-(1-pentyloxy)benzyl)-5-hydroxymethyl-2-methyl-1H-imidazole). The yield is 74.4%. As a reaction SMILES: [Cl:1][C:2]1[N:3]=[C:4]([CH3:23])[N:5]([CH2:9][C:10]2[CH:15]=[CH:14][C:13]([O:16][CH2:17][CH2:18][CH2:19][CH2:20][CH3:21])=[CH:12][C:11]=2[Cl:22])[C:6]=1[CH:7]=[O:8].[BH4-].[Na+].O>C(O)C>[Cl:1][C:2]1[N:3]=[C:4]([CH3:23])[N:5]([CH2:9][C:10]2[CH:15]=[CH:14][C:13]([O:16][CH2:17][CH2:18][CH2:19][CH2:20][CH3:21])=[CH:12][C:11]=2[Cl:22])[C:6]=1[CH2:7][OH:8] |f:1.2|. Procedure: 4-Chloro-1-(2-chloro-4-(1-pentyloxy)benzyl)-2-methyl-1H-imidazole-5-carbaldehyde (1.05 g) was dissolved in ethanol (10 ml), and sodium borohydride (168 mg) was added under ice-cooling. The mixture was stirred at room temperature for 3 hr. Water was added to the reaction mixture and the mixture was extracted with ethyl acetate. The organic layer was washed with saturated brine, dried over anhydrous magnesium sulfate, and concentrated under reduced pressure. To the residue was added hexane (10 ml)... Reactants: CCCCc1csc2ccc(N)cc12, Cl, Cl, O=N[O-], [Na+], O. Product: CCCCc1csc2ccc(NN)cc12, Cl. RXN SMILES: [CH2:2]([CH2:3][CH2:4][CH3:5])[c:6]1[cH:7][s:8][c:9]2[c:10]1[cH:11][c:12]([NH2:15])[cH:13][cH:14]2.[ClH:16].[ClH:1].[N:17]([O-:18])=[O:19].[Na+:20].[OH2:21]>>[CH2:2]([CH2:3][CH2:4][CH3:5])[c:6]1[cH:7][s:8][c:9]2[c:10]1[cH:11][c:12]([NH:15][NH2:17])[cH:13][cH:14]2.[ClH:1]. Starting materials: N(=[N+]=[N-])CC=1C=NN(C1C)C(C)(C)C (4-(azidomethyl)-1-tert-butyl-5-methyl-1H-pyrazole), primary amine, C(C)(C)(C)N1N=CC(=C1C)C(=O)OCC (ethyl 1-tert-butyl-5-methyl-1H-pyrazole-4-carboxylate), 2,6 dimethyl 3,5-pyridyl. Product: C(C)(C)(C)N1N=CC(=C1C)CN ((1-tert-butyl-5-methyl-1H-pyrazol-4-yl)methanamine). Reaction SMILES: [N:1]([CH2:4][C:5]1[CH:6]=[N:7][N:8]([C:11]([CH3:14])([CH3:13])[CH3:12])[C:9]=1[CH3:10])=[N+]=[N-].C(N1C(C)=C(C(OCC)=O)C=N1)(C)(C)C>>[C:11]([N:8]1[C:9]([CH3:10])=[C:5]([CH2:4][NH2:1])[CH:6]=[N:7]1)([CH3:14])([CH3:13])[CH3:12]. Reported procedure: 4-(azidomethyl)-1-tert-butyl-5-methyl-1H-pyrazole was generated from ethyl 1-tert-butyl-5-methyl-1H-pyrazole-4-carboxylate according to a procedure similar to that described for the 2,6 dimethyl 3,5-pyridyl derivative, then reduced to the crude primary amine, following procedures described herein. The reactants are C1(=CC=CC2=CC=CC=C12)CN1CCN(CC1)CC(=O)OCC (Ethyl 2-(4-(naphthalen-1-ylmethyl)piperazin-1-yl)acetate), NN (hydrazine). Run in C(C)O (ethanol). Yields the product C1(=CC=CC2=CC=CC=C12)CN1CCN(CC1)CC(=O)NN (2-(4-(naphthalen-1-ylmethyl)piperazin-1-yl)acetohydrazide). Reaction SMILES: [C:1]1([CH2:11][N:12]2[CH2:17][CH2:16][N:15]([CH2:18][C:19]([O:21]CC)=O)[CH2:14][CH2:13]2)[C:10]2[C:5](=[CH:6][CH:7]=[CH:8][CH:9]=2)[CH:4]=[CH:3][CH:2]=1.[NH2:24][NH2:25]>C(O)C>[C:1]1([CH2:11][N:12]2[CH2:13][CH2:14][N:15]([CH2:18][C:19]([NH:24][NH2:25])=[O:21])[CH2:16][CH2:17]2)[C:2]2[C:7](=[CH:8][CH:9]=[CH:4][CH:3]=2)[CH:6]=[CH:5][CH:10]=1. Reported procedure: Synthesized according to General Procedure C: 6{24} (8.29 g, 26.5 mmol, 1 equiv.), anhydrous hydrazine (2.5 mL, 79.6 mmol, 3 equiv.), ethanol (53.4 mL). Purification by silica gel column chromatography (4:1 EtOAc:MeOH) afforded 1{24} (6.86 g, 87%) as a brown oil. 1H-NMR (500 MHz, CDCl3): δ 8.70 (d, 1H, J=8.0 Hz), 8.19 (br s, 1H), 7.84 (d, 1H, J=7.5 Hz), 7.77 (dd, 1H, J=3.0, 6.5 Hz), 7.52-7.46 (m, 2H), 7.41-7.38 (m, 2H), 3.90 (s, 2H), 3.87 (br s, 2H), 3.06 (s, 2H), 2.51 (br s, 8H). 13C-NMR (125 M... Starting materials: [OH-].[Na+] (NaOH), OC1=CC=C(C=O)C=C1 (4-hydroxybenzaldehyde), C(=O)([O-])[O-].[K+].[K+] (K2CO3), BrCC1CCCCC1 (bromomethylcyclohexane). Solvent: CC#N (CH3CN). Yields the product C1(CCCCC1)COC1=CC=C(C=O)C=C1 (4-(Cyclohexylmethoxy)benzaldehyde). RXN SMILES: [OH:1][C:2]1[CH:9]=[CH:8][C:5]([CH:6]=[O:7])=[CH:4][CH:3]=1.C([O-])([O-])=O.[K+].[K+].Br[CH2:17][CH:18]1[CH2:23][CH2:22][CH2:21][CH2:20][CH2:19]1.[OH-].[Na+]>CC#N>[CH:18]1([CH2:17][O:1][C:2]2[CH:9]=[CH:8][C:5]([CH:6]=[O:7])=[CH:4][CH:3]=2)[CH2:23][CH2:22][CH2:21][CH2:20][CH2:19]1 |f:1.2.3,5.6|. Procedure details: A mixture of 4-hydroxybenzaldehyde (1.22 g, 10.0 mmol), K2CO3 (1.45 g, 10.5 mmol), and bromomethylcyclohexane (1.54 mL, 11.0 mmol) in CH3CN (20 mL) was stirred at reflux for three days. The reaction mixture was then cooled, poured into 1 M aq NaOH and extracted with Et2O. The extract was washed with H2O and brine. The aqueous washes were reextracted once with Et2O, and the combined extracts were dried over MgSO4 and concentrated to 2.03 g (93%) of ether as a solid. This material was used without... Starting materials: hydrochloride salt, CC1=CC=C(C=C1)S(=O)(=O)OCC1OC2=C(C1)C=CC(=C2C2=C(C=CC=C2)C)F ((±)-[6-fluoro-7-(2-methylphenyl)-2,3-dihydro-1-benzofuran-2-yl]methyl 4-methylbenzenesulfonate), CN (methylamine). Product: FC1=C(C2=C(CC(O2)CNC)C=C1)C1=C(C=CC=C1)C ((±)-{[6-fluoro-7-(2-methylphenyl)-2,3-dihydro-1-benzofuran-2-yl]methyl}methylamine). Reaction SMILES: CC1C=CC(S(O[CH2:12][CH:13]2[CH2:17][C:16]3[CH:18]=[CH:19][C:20]([F:29])=[C:21]([C:22]4[CH:27]=[CH:26][CH:25]=[CH:24][C:23]=4[CH3:28])[C:15]=3[O:14]2)(=O)=O)=CC=1.[CH3:30][NH2:31]>>[F:29][C:20]1[CH:19]=[CH:18][C:16]2[CH2:17][CH:13]([CH2:12][NH:31][CH3:30])[O:14][C:15]=2[C:21]=1[C:22]1[CH:27]=[CH:26][CH:25]=[CH:24][C:23]=1[CH3:28]. Reported procedure: The title compound was prepared (0.053 g, 72%) following the general procedure of Example 390 as a white solid, hydrochloride salt from (±)-[6-fluoro-7-(2-methylphenyl)-2,3-dihydro-1-benzofuran-2-yl]methyl 4-methylbenzenesulfonate (0.1 g, 0.24 mmol) and methylamine (0.31 g, 10.0 mmol). mp 200-202° C.